This data is from the Open Reaction Database (ORD), a public repository of structured organic reaction records. The task is: describe an organic reaction: reactants, conditions, products, and yield Reactants: C#CC(CO[Si](C)(C)C(C)(C)C)NC(=O)OC(C)(C)C, C1CCOC1, CI, CCOC(C)=O, [H-], [Na+]. Yields the product C#CC(CO[Si](C)(C)C(C)(C)C)N(C)C(=O)OC(C)(C)C. RXN SMILES: [C:1](=[O:2])([O:3][C:4]([CH3:5])([CH3:6])[CH3:7])[NH:8][CH:9]([CH2:10][O:11][Si:12]([CH3:13])([CH3:14])[C:15]([CH3:16])([CH3:17])[CH3:18])[C:19]#[CH:20].[CH2:31]1[O:32][CH2:33][CH2:34][CH2:35]1.[CH3:23][I:24].[CH3:25][CH2:26][O:27][C:28]([CH3:29])=[O:30].[H-:22].[Na+:21]>>[C:1](=[O:2])([O:3][C:4]([CH3:5])([CH3:6])[CH3:7])[N:8]([CH:9]([CH2:10][O:11][Si:12]([CH3:13])([CH3:14])[C:15]([CH3:16])([CH3:17])[CH3:18])[C:19]#[CH:20])[CH3:25]. The reactants are N(=O)[O-].[Na+] (sodium nitrite), NC1=CC=C(C=C1)N1C(N=CC=C1)=O (1-(4-aminophenyl)pyrimidin-2(1H)-one), [N-]=[N+]=[N-].[Na+] (Sodium azide). The solvent is C(=O)(C(F)(F)F)O (TFA), O (water). Product: N(=[N+]=[N-])C1=CC=C(C=C1)N1C(N=CC=C1)=O (1-(4-azidophenyl)pyrimidin-2(1H)-one). RXN SMILES: [NH2:1][C:2]1[CH:7]=[CH:6][C:5]([N:8]2[CH:13]=[CH:12][CH:11]=[N:10][C:9]2=[O:14])=[CH:4][CH:3]=1.N([O-])=O.[Na+].[N-:19]=[N+:20]=[N-].[Na+]>C(O)(C(F)(F)F)=O.O>[N:1]([C:2]1[CH:3]=[CH:4][C:5]([N:8]2[CH:13]=[CH:12][CH:11]=[N:10][C:9]2=[O:14])=[CH:6][CH:7]=1)=[N+:19]=[N-:20] |f:1.2,3.4|. Reported procedure: 1-(4-Aminophenyl)pyrimidin-2(1H)-one (2.3, 250 mg, 1.3 mmol) was dissolved in 10 mL TFA and stirred in ice bath. To it was added sodium nitrite (95 mg, 1.3 mmol) in small portions. The mixture was stirred in ice bath for 30 min. Sodium azide (260 mg, 4.0 mmol) was dissolved in 2 mL water and chilled in ice bath and added to the reaction mixture. The mixture was stirred for 2 hrs and directly subjected to reverse phase prep HPLC to isolate 1-(4-azidophenyl)pyrimidin-2(1H)-one 2.4. MS found for C1... Starting materials: C(=O)(OCC)C=1NC2=CC=CC=C2C1CC(=O)OCC (Ethyl 2-Carboethoxy-3-indoleacetate), [OH-].[Na+] (sodium hydroxide), O (water). Solvent: C(C)O (ethanol). The product is C(=O)(O)C=1NC2=CC=CC=C2C1CC(=O)O (2-Carboxy-3-indoleacetic acid). RXN SMILES: [C:1]([C:6]1[NH:7][C:8]2[C:13]([C:14]=1[CH2:15][C:16]([O:18]CC)=[O:17])=[CH:12][CH:11]=[CH:10][CH:9]=2)([O:3]CC)=[O:2].[OH-].[Na+].O>C(O)C>[C:1]([C:6]1[NH:7][C:8]2[C:13]([C:14]=1[CH2:15][C:16]([OH:18])=[O:17])=[CH:12][CH:11]=[CH:10][CH:9]=2)([OH:3])=[O:2] |f:1.2|. Procedure details: Ethyl 2-Carboethoxy-3-indoleacetate (0.7 gm) in absolute ethanol (10 ml) was combined with 50% aqueous sodium hydroxide. The mixture was heated to reflux on a steam bath for 15 minutes. The resulting solution was poured into water (50 ml) and the aqueous solution was washed with ether (2×30 ml). The aqueous solution was made acidic by the addition of concentrated hydrochloric acid and chilled to effect crystallization. The resulting white solid was recovered by filtration to provide the product.... Starting materials: ClC1=NC(=C2C=CC=NC2=C1)OC[C@]1(CN(CCC1)C(=O)OC(C)(C)C)F (1,1-dimethylethyl (3S)-3-{[(7-chloro-1,6-naphthyridin-5-yl)oxy]methyl}-3-fluoro-1-piperidinecarboxylate), C(C)N1N=CC(=C1)B1OC(C(O1)(C)C)(C)C (1-ethyl-4-(4,4,5,5-tetramethyl-1,3,2-dioxaborolan-2-yl)-1H-pyrazole), C([O-])([O-])=O.[Cs+].[Cs+] (caesium carbonate). The reagents and catalysts are C=1C=CC(=CC1)/C=C/C(=O)/C=C/C2=CC=CC=C2.C=1C=CC(=CC1)/C=C/C(=O)/C=C/C2=CC=CC=C2.C=1C=CC(=CC1)/C=C/C(=O)/C=C/C2=CC=CC=C2.[Pd].[Pd] (tris(dibenzylideneacetone)dipalladium). Solvent: O1CCOCC1 (1,4-dioxane), O (water), C(Cl)Cl (DCM). The product is C(C)N1N=CC(=C1)C1=NC(=C2C=CC=NC2=C1)OC[C@]1(CN(CCC1)C(=O)OC(C)(C)C)F (1,1-Dimethylethyl (3S)-3-({[7-(1-ethyl-1H-pyrazol-4-yl)-1,6-naphthyridin-5-yl]oxy}methyl)-3-fluoro-1-piperidinecarboxylate). Isolated yield 86.9%. As a reaction SMILES: Cl[C:2]1[CH:11]=[C:10]2[C:5]([CH:6]=[CH:7][CH:8]=[N:9]2)=[C:4]([O:12][CH2:13][C@:14]2([F:27])[CH2:19][CH2:18][CH2:17][N:16]([C:20]([O:22][C:23]([CH3:26])([CH3:25])[CH3:24])=[O:21])[CH2:15]2)[N:3]=1.[CH2:28]([N:30]1[CH:34]=[C:33](B2OC(C)(C)C(C)(C)O2)[CH:32]=[N:31]1)[CH3:29].C(=O)([O-])[O-].[Cs+].[Cs+]>O1CCOCC1.O.C(Cl)Cl.C1C=CC(/C=C/C(/C=C/C2C=CC=CC=2)=O)=CC=1.C1C=CC(/C=C/C(/C=C/C2C=CC=CC=2)=O)=CC=1.C1C=CC(/C=C/C(/C=C/C2C=CC=CC=2)=O)=CC=1.[Pd].[Pd]>[CH2:28]([N:30]1[CH:34]=[C:33]([C:2]2[CH:11]=[C:10]3[C:5]([CH:6]=[CH:7][CH:8]=[N:9]3)=[C:4]([O:12][CH2:13][C@:14]3([F:27])[CH2:19][CH2:18][CH2:17][N:16]([C:20]([O:22][C:23]([CH3:26])([CH3:25])[CH3:24])=[O:21])[CH2:15]3)[N:3]=2)[CH:32]=[N:31]1)[CH3:29] |f:2.3.4,8.9.10.11.12|. Reported procedure: A mixture of 1,1-dimethylethyl (3S)-3-{[(7-chloro-1,6-naphthyridin-5-yl)oxy]methyl}-3-fluoro-1-piperidinecarboxylate (1.1 g, 2.78 mmol), 1-ethyl-4-(4,4,5,5-tetramethyl-1,3,2-dioxaborolan-2-yl)-1H-pyrazole (0.679 g, 3.06 mmol) and caesium carbonate (2.263 g, 6.95 mmol) in 1,4-dioxane (16 ml) and water (3 ml) was degassed with nitrogen before adding tetrakis(triphenylphosphine)palladium (0) (0.096 g, 0.083 mmol). This was heated under reflux for 18 h. The reaction was partitioned between ethyl ace... The reactants are O=[N+]([O-])c1ccc(Oc2ccc3cn[nH]c3c2)cc1Cl, NCc1ccccc1, CN(C)C=O, O. Product: O=[N+]([O-])c1ccc(Oc2ccc3cn[nH]c3c2)cc1NCc1ccccc1. Reaction SMILES: [Cl:1][c:2]1[cH:3][c:4]([O:5][c:6]2[cH:7][cH:8][c:9]3[cH:10][n:11][nH:12][c:13]3[cH:14]2)[cH:15][cH:16][c:17]1[N+:18](=[O:19])[O-:20].[NH2:21][CH2:22][c:23]1[cH:24][cH:25][cH:26][cH:27][cH:28]1.[O:30]=[CH:31][N:32]([CH3:33])[CH3:34].[OH2:29]>>[c:2]1([NH:21][CH2:22][c:23]2[cH:24][cH:25][cH:26][cH:27][cH:28]2)[cH:3][c:4]([O:5][c:6]2[cH:7][cH:8][c:9]3[cH:10][n:11][nH:12][c:13]3[cH:14]2)[cH:15][cH:16][c:17]1[N+:18](=[O:19])[O-:20]. Reactants: BrC1=CC(=NC=C1)C1=NN(C(=N1)C=1SC=CN1)CC1=C(C=CC=C1)F (2-(3-(4-bromopyridin-2-yl)-1-(2-fluorobenzyl)-1H-1,2,4-triazol-5-yl)thiazole), N1CCOCC1 (morpholine). The reagents and catalysts are [Cu-]=O (copper(I) oxide). Solvent: C(CO)O.O1CCOCC1 (ethylene glycol dioxane), [Cl-].[Na+].O (brine). Run at temperature 100 celsius. Product: FC1=C(CN2N=C(N=C2C=2SC=CN2)C2=NC=CC(=C2)N2CCOCC2)C=CC=C1 (4-(2-(1-(2-fluorobenzyl)-5-(thiazol-2-yl)-1H-1,2,4-triazol-3-yl)pyridin-4-yl)morpholine). Yield: 79.0%. As a reaction SMILES: Br[C:2]1[CH:7]=[CH:6][N:5]=[C:4]([C:8]2[N:12]=[C:11]([C:13]3[S:14][CH:15]=[CH:16][N:17]=3)[N:10]([CH2:18][C:19]3[CH:24]=[CH:23][CH:22]=[CH:21][C:20]=3[F:25])[N:9]=2)[CH:3]=1.[NH:26]1[CH2:31][CH2:30][O:29][CH2:28][CH2:27]1>C(O)CO.O1CCOCC1.[Cl-].[Na+].O.[Cu-]=O>[F:25][C:20]1[CH:21]=[CH:22][CH:23]=[CH:24][C:19]=1[CH2:18][N:10]1[C:11]([C:13]2[S:14][CH:15]=[CH:16][N:17]=2)=[N:12][C:8]([C:4]2[CH:3]=[C:2]([N:26]3[CH2:31][CH2:30][O:29][CH2:28][CH2:27]3)[CH:7]=[CH:6][N:5]=2)=[N:9]1 |f:2.3,4.5.6|. Reported procedure: To a stirring suspension of 2-(3-(4-bromopyridin-2-yl)-1-(2-fluorobenzyl)-1H-1,2,4-triazol-5-yl)thiazole (I-36, 1 eq) and copper(I) oxide (1 eq) in ethylene glycol-dioxane (approx. 4:1) in a sealed tube is added morpholine (30 eq). The resultant reaction mixture was heated at 100° C. for 12 hr. The reaction was cooled to room temperature and treated with brine and then extracted with ethyl acetate. The combined organic layers were dried over sodium sulfate, concentrated and purified using SiO2 c...